From a dataset of the Open Reaction Database (ORD), a public repository of structured organic reaction records. describe an organic reaction: reactants, conditions, products, and yield Starting materials: C(#N)C1=CC(=C(C=C1)CC(=O)OC)[N+](=O)[O-] (Methyl (4-cyano-2-nitrophenyl)acetate). The reagents and catalysts are [Fe] (iron). The solvent is CC(=O)O (AcOH). Reaction conditions: temperature 100 celsius, time 1.5 hour. Yields the product O=C1NC2=CC(=CC=C2C1)C#N (2-oxoindoline-6-carbonitrile). The yield is 56.6%. Reaction SMILES: [C:1]([C:3]1[CH:8]=[CH:7][C:6]([CH2:9][C:10](OC)=[O:11])=[C:5]([N+:14]([O-])=O)[CH:4]=1)#[N:2]>CC(O)=O.[Fe]>[O:11]=[C:10]1[CH2:9][C:6]2[C:5](=[CH:4][C:3]([C:1]#[N:2])=[CH:8][CH:7]=2)[NH:14]1. Reported procedure: Methyl (4-cyano-2-nitrophenyl)acetate (128 mg) was dissolved in AcOH (3.0 ml), followed by addition of iron powders (129 mg), and the reaction solution was stirred in an oil bath at 100° C. for 1.5 hours. It was concentrated to remove AcOH, followed by addition of EtOAc. The brown solid was separated by filtration, and the organic layer was washed with a 1M HCl solution and saturated brine, dried over anhydrous MgSO4, and concentrated. The residue was purified by silica gel column chromatography... Reaction SMILES: C([N:5]1[C:9]2=[N:10][CH:11]=[N:12][C:13]([NH2:14])=[C:8]2[C:7]([C:15]2[CH:20]=[CH:19][CH:18]=[C:17]([O:21][C:22]3[CH:27]=[CH:26][CH:25]=[CH:24][CH:23]=3)[CH:16]=2)=[N:6]1)(C)(C)C>C(O)=O.Cl>[O:21]([C:17]1[CH:16]=[C:15]([C:7]2[C:8]3[C:9](=[N:10][CH:11]=[N:12][C:13]=3[NH2:14])[NH:5][N:6]=2)[CH:20]=[CH:19][CH:18]=1)[C:22]1[CH:27]=[CH:26][CH:25]=[CH:24][CH:23]=1. Reactants: C(C)(C)(C)N1N=C(C=2C1=NC=NC2N)C2=CC(=CC=C2)OC2=CC=CC=C2 (1-tert-butyl-3-(3-phenoxyphenyl)-1H-pyrazolo[3,4-d]pyrimidin-4-amine). The solvent is C(=O)O (formic acid), Cl (HCl). Procedure: 1-tert-butyl-3-(3-phenoxyphenyl)-1H-pyrazolo[3,4-d]pyrimidin-4-amine (50 mg, 0.16 mmol) was dissolved in a solution of formic acid (5 mL) and conc. HCl (0.1 mL) and heated to reflux for 2.5 hours. Reaction was concentrated in vacuo and purified by RP-HPLC (MeCN:H2O:0.1% TFA). ESI-MS (M+H)+ m/z calcd 304.1, found 304.3. The product is O(C1=CC=CC=C1)C=1C=C(C=CC1)C1=NNC2=NC=NC(=C21)N (3-(3-phenoxyphenyl)-1H-pyrazolo[3,4-d]pyrimidin-4-amine).